This data is from the Open Reaction Database (ORD), a public repository of structured organic reaction records. The task is: describe an organic reaction: reactants, conditions, products, and yield Starting materials: O=C([O-])[O-], CC(=O)CCl, CC(C)=O, COc1ccc(COCc2nc(C(C)C)c(Sc3cc(Cl)cc(Cl)c3)[nH]2)cc1, [I-], [K+], [K+], [K+]. Product: COc1ccc(COCc2nc(C(C)C)c(Sc3cc(Cl)cc(Cl)c3)n2CC(C)=O)cc1. Reaction SMILES: [C:36](=[O:37])([O-:38])[O-:39].[CH3:1][C:2](=[O:3])[CH2:4][Cl:5].[CH3:42][C:43](=[O:44])[CH3:45].[Cl:8][c:9]1[cH:10][c:11]([S:16][c:17]2[c:18]([CH:33]([CH3:34])[CH3:35])[n:19][c:20]([CH2:22][O:23][CH2:24][c:25]3[cH:26][cH:27][c:28]([O:31][CH3:32])[cH:29][cH:30]3)[nH:21]2)[cH:12][c:13]([Cl:15])[cH:14]1.[I-:7].[K+:40].[K+:41].[K+:6]>>[CH3:1][C:2](=[O:3])[CH2:4][n:21]1[c:17]([S:16][c:11]2[cH:10][c:9]([Cl:8])[cH:14][c:13]([Cl:15])[cH:12]2)[c:18]([CH:33]([CH3:34])[CH3:35])[n:19][c:20]1[CH2:22][O:23][CH2:24][c:25]1[cH:26][cH:27][c:28]([O:31][CH3:32])[cH:29][cH:30]1. Starting materials: OC(CS(=O)C1=CC=CC=C1)[C@H]1N(CCC1)C([C@H]1N(CCC1)C(CCCC1=CC=CC=C1)=O)=O ((2S)-2-[1-Hydroxy-2-(phenylsulfinyl)ethyl]-1-[N-(4-phenylbutyryl)-L-prolyl]pyrrolidine), CS(=O)C.C1CCC(CC1)N=C=NC2CCCCC2 (DMSO DCC). Product: C1(=CC=CC=C1)CCCC(=O)N1[C@H](C(=O)N2[C@@H](CCC2)C(CS(=O)C2=CC=CC=C2)=O)CCC1 ((2S)-1-[N-(4-phenylbutyryl)-L-prolyl]-2-[(phenylsulfinyl)acetyl]-pyrrolidine). Isolated yield 83.5%. RXN SMILES: [OH:1][CH:2]([C@@H:12]1[CH2:16][CH2:15][CH2:14][N:13]1[C:17](=[O:34])[C@@H:18]1[CH2:22][CH2:21][CH2:20][N:19]1[C:23](=[O:33])[CH2:24][CH2:25][CH2:26][C:27]1[CH:32]=[CH:31][CH:30]=[CH:29][CH:28]=1)[CH2:3][S:4]([C:6]1[CH:11]=[CH:10][CH:9]=[CH:8][CH:7]=1)=[O:5].CS(C)=O.C1CCC(N=C=NC2CCCCC2)CC1>>[C:27]1([CH2:26][CH2:25][CH2:24][C:23]([N:19]2[CH2:20][CH2:21][CH2:22][C@H:18]2[C:17]([N:13]2[CH2:14][CH2:15][CH2:16][C@H:12]2[C:2](=[O:1])[CH2:3][S:4]([C:6]2[CH:11]=[CH:10][CH:9]=[CH:8][CH:7]=2)=[O:5])=[O:34])=[O:33])[CH:28]=[CH:29][CH:30]=[CH:31][CH:32]=1 |f:1.2|. Reported procedure: (2S)-2-[1-Hydroxy-2-(phenylsulfinyl)ethyl]-1-[N-(4-phenylbutyryl)-L-prolyl]pyrrolidine (1.07 g) was subjected to DMSO-DCC oxidation as in Example 1-D) to give 0.89 g of (2S)-1-[N-(4-phenylbutyryl)-L-prolyl]-2-[(phenylsulfinyl)acetyl]-pyrrolidine (See Table 2). Reactants: ClC1=CC=C(N=N1)C(=O)N1CCN(CC1)C1=NC=C(C=C1C)C1CC1 ((6-chloropyridazin-3-yl)[4-(5-cyclopropyl-3-methylpyridin-2-yl)piperazin-1-yl]methanone), C(C)(=O)N1C(NCC1)=O (1-acetylimidazolidin-2-one). Product: C(C)(=O)N1C(N(CC1)C=1N=NC(=CC1)C(=O)N1CCN(CC1)C1=NC=C(C=C1C)C1CC1)=O (1-acetyl-3-{6-[4-(5-cyclopropyl-3-methylpyridin-2-yl)piperazine-1-carbonyl]pyridazin-3-yl}imidazolidin-2-one). As a reaction SMILES: Cl[C:2]1[N:7]=[N:6][C:5]([C:8]([N:10]2[CH2:15][CH2:14][N:13]([C:16]3[C:21]([CH3:22])=[CH:20][C:19]([CH:23]4[CH2:25][CH2:24]4)=[CH:18][N:17]=3)[CH2:12][CH2:11]2)=[O:9])=[CH:4][CH:3]=1.[C:26]([N:29]1[CH2:33][CH2:32][NH:31][C:30]1=[O:34])(=[O:28])[CH3:27]>>[C:26]([N:29]1[CH2:33][CH2:32][N:31]([C:2]2[N:7]=[N:6][C:5]([C:8]([N:10]3[CH2:15][CH2:14][N:13]([C:16]4[C:21]([CH3:22])=[CH:20][C:19]([CH:23]5[CH2:25][CH2:24]5)=[CH:18][N:17]=4)[CH2:12][CH2:11]3)=[O:9])=[CH:4][CH:3]=2)[C:30]1=[O:34])(=[O:28])[CH3:27]. Reported procedure: Using (6-chloropyridazin-3-yl)[4-(5-cyclopropyl-3-methylpyridin-2-yl)piperazin-1-yl]methanone (179 mg) described in Preparation Example 233 and 1-acetylimidazolidin-2-one (64 mg) and by the reaction and treatment in the same manner as in Example 511, 1-acetyl-3-{6-[4-(5-cyclopropyl-3-methylpyridin-2-yl)piperazine-1-carbonyl]pyridazin-3-yl}imidazolidin-2-one was obtained as a crude product (170 mg). Methanol (1.2 mL) and 1N aqueous sodium hydroxide solution (0.57 mL) were added to the obtained cr... The reactants are CCN(C(C)C)C(C)C, COC(=O)c1ccc(F)c([N+](=O)[O-])c1, Nc1ccc(F)cc1, CN(C)C=O, O. Product: COC(=O)c1ccc(Nc2ccc(F)cc2)c([N+](=O)[O-])c1. RXN SMILES: [CH:23]([N:24]([CH2:25][CH3:26])[CH:27]([CH3:28])[CH3:29])([CH3:30])[CH3:31].[F:1][c:2]1[c:3]([N+:12](=[O:13])[O-:14])[cH:4][c:5]([C:6](=[O:7])[O:8][CH3:9])[cH:10][cH:11]1.[NH2:15][c:16]1[cH:17][cH:18][c:19]([F:20])[cH:21][cH:22]1.[O:33]=[CH:34][N:35]([CH3:36])[CH3:37].[OH2:32]>>[c:2]1([NH:15][c:16]2[cH:17][cH:18][c:19]([F:20])[cH:21][cH:22]2)[c:3]([N+:12](=[O:13])[O-:14])[cH:4][c:5]([C:6](=[O:7])[O:8][CH3:9])[cH:10][cH:11]1. Reactants: CCOC(=O)N1CCC(Nc2c(C)cccc2[N+](=O)[O-])CC1, CCO, C1CCOC1. The product is CCOC(=O)N1CCC(Nc2c(C)cccc2N)CC1. Reaction SMILES: [CH2:1]([CH3:2])[O:3][C:4](=[O:5])[N:6]1[CH2:7][CH2:8][CH:9]([NH:12][c:13]2[c:14]([CH3:22])[cH:15][cH:16][cH:17][c:18]2[N+:19]([O-:20])=[O:21])[CH2:10][CH2:11]1.[CH3:28][CH2:29][OH:30].[O:23]1[CH2:24][CH2:25][CH2:26][CH2:27]1>>[CH2:1]([CH3:2])[O:3][C:4](=[O:5])[N:6]1[CH2:7][CH2:8][CH:9]([NH:12][c:13]2[c:14]([CH3:22])[cH:15][cH:16][cH:17][c:18]2[NH2:19])[CH2:10][CH2:11]1. The reactants are COC1=C(C=CC(=C1)OC)S(=O)(=O)O (2,4-dimethoxybenzenesulfonic acid), C(Cl)(Cl)Cl (chloroform), [N+](=O)(O)[O-] (nitric acid). Solvent: C(C)#N (acetonitrile). Product: COC1=C(C=C(C(=C1)OC)[N+](=O)[O-])S(=O)(=O)O (2,4-dimethoxy-5-nitrobenzenesulfonic acid). Reaction SMILES: [CH3:1][O:2][C:3]1[CH:8]=[C:7]([O:9][CH3:10])[CH:6]=[CH:5][C:4]=1[S:11]([OH:14])(=[O:13])=[O:12].C(Cl)(Cl)Cl.[N+:19]([O-])([OH:21])=[O:20]>C(#N)C>[CH3:1][O:2][C:3]1[CH:8]=[C:7]([O:9][CH3:10])[C:6]([N+:19]([O-:21])=[O:20])=[CH:5][C:4]=1[S:11]([OH:14])(=[O:13])=[O:12]. Procedure: To a solution prepared by adding 90 g of 2,4-dimethoxybenzenesulfonic acid obtained in Step (1) above to 200 ml of chloroform, was added 225 ml of nitric acid (d=1.42) with stirring. The reaction mixture was stirred at 25° to 30° C. for 2 hours and 300 ml of acetonitrile was added thereto. The crystals thus-precipitated were collected by filtration and washed with 100 ml of acetonitrile. The reactants are CCCCCCc1cccc(-c2nc(I)c(I)n2C)c1, [Li]CCCC, C1CCOC1, O=C=O. Yields the product CCCCCCc1cccc(-c2nc(I)c(C(=O)O)n2C)c1. Reaction SMILES: [CH2:1]([CH2:2][CH2:3][CH2:4][CH2:5][CH3:6])[c:7]1[cH:8][c:9](-[c:13]2[n:14]([CH3:20])[c:15]([I:19])[c:16]([I:18])[n:17]2)[cH:10][cH:11][cH:12]1.[CH2:21]([Li:22])[CH2:23][CH2:24][CH3:25].[CH2:29]1[O:30][CH2:31][CH2:32][CH2:33]1.[O:26]=[C:27]=[O:28]>>[CH2:1]([CH2:2][CH2:3][CH2:4][CH2:5][CH3:6])[c:7]1[cH:8][c:9](-[c:13]2[n:14]([CH3:20])[c:15]([C:27](=[O:26])[OH:28])[c:16]([I:18])[n:17]2)[cH:10][cH:11][cH:12]1.